From a dataset of the Open Reaction Database (ORD), a public repository of structured organic reaction records. describe an organic reaction: reactants, conditions, products, and yield Reactants: [Br-], CC(=O)O, CCCCCCC[N+]12CCC(CC1)C(=CCc1ccc(Cl)cc1)C2, O. Product: [Br-], CCCCCCC[N+]12CCC(CC1)C(CCc1ccc(Cl)cc1)C2. Reaction SMILES: [Br-:1].[CH3:26][C:27](=[O:28])[OH:29].[Cl:2][c:3]1[cH:4][cH:5][c:6]([CH2:9][CH:10]=[C:11]2[CH2:12][N+:13]3([CH2:19][CH2:20][CH2:21][CH2:22][CH2:23][CH2:24][CH3:25])[CH2:14][CH2:15][CH:16]2[CH2:17][CH2:18]3)[cH:7][cH:8]1.[OH2:30]>>[Br-:1].[Cl:2][c:3]1[cH:4][cH:5][c:6]([CH2:9][CH2:10][CH:11]2[CH2:12][N+:13]3([CH2:19][CH2:20][CH2:21][CH2:22][CH2:23][CH2:24][CH3:25])[CH2:14][CH2:15][CH:16]2[CH2:17][CH2:18]3)[cH:7][cH:8]1.